Dataset: the Open Reaction Database (ORD), a public repository of structured organic reaction records. Task: describe an organic reaction: reactants, conditions, products, and yield The reactants are complex, C1(=CC=CC=C1)O (phenol), C=1(C(=CC=CC1)S(=O)(=O)O)C (toluene sulfonic acid), solution. The reagents and catalysts are [Cu] (copper). Run in CO (methanol). Conditions: temperature 100 celsius, time 30 minute. The product is C1(=CC=CC=C1)O (phenol), C1(C=CC(C=C1)=O)=O (benzoquinone). The yield is 1.0%. RXN SMILES: [C:1]1([OH:7])[CH:6]=[CH:5][CH:4]=[CH:3][CH:2]=1.C1(C)C(S(O)(=O)=[O:15])=CC=CC=1>[Cu].CO>[C:1]1([OH:7])[CH:6]=[CH:5][CH:4]=[CH:3][CH:2]=1.[C:4]1(=[O:15])[CH:5]=[CH:6][C:1](=[O:7])[CH:2]=[CH:3]1. Procedure: Twenty milligrams of the inactive copper salt complex obtained from Example 1, 100 milligrams of phenol and 1 gram of methanol were dissolved in a 1/2 ounce bottle. Twenty micrograms of toluene sulfonic acid were added and solution was effected under steam heat at 100° C. One-half of the insoluble complex appeared to go into solution. One hundred microliters of the solution were charged into a micro reactor and reacted under the same conditions as described in Example 2. Samples were taken at 30...